Dataset: the Open Reaction Database (ORD), a public repository of structured organic reaction records. Task: describe an organic reaction: reactants, conditions, products, and yield The product is [Si](C)(C)(C(C)(C)C)O[C@@H]1C([C@@H]2CCC=3C4=CC[C@H]([C@@H](CCC(=O)O)C)[C@]4(CCC3[C@]2(CC1)C)C)(C)C (3β-tert-butyldimethylsilyloxy-4,4-dimethyl-5α-chola-8,14-dien-24-oic acid). The yield is 70.8%. Reaction SMILES: C[O:2][C:3](=[O:37])[CH2:4][CH2:5][C@H:6]([C@@H:8]1[C@:25]2([CH3:26])[C:11]([C:12]3[CH2:13][CH2:14][C@@H:15]4[C@:20]([C:22]=3[CH2:23][CH2:24]2)([CH3:21])[CH2:19][CH2:18][C@H:17]([O:27][Si:28]([C:31]([CH3:34])([CH3:33])[CH3:32])([CH3:30])[CH3:29])[C:16]4([CH3:36])[CH3:35])=[CH:10][CH2:9]1)[CH3:7]>C1COCC1.C(O)C.[OH-].[Na+]>[Si:28]([O:27][C@H:17]1[CH2:18][CH2:19][C@@:20]2([CH3:21])[C@@H:15]([CH2:14][CH2:13][C:12]3[C:11]4[C@:25]([CH3:26])([CH2:24][CH2:23][C:22]=32)[C@@H:8]([C@H:6]([CH3:7])[CH2:5][CH2:4][C:3]([OH:37])=[O:2])[CH2:9][CH:10]=4)[C:16]1([CH3:35])[CH3:36])([C:31]([CH3:34])([CH3:32])[CH3:33])([CH3:30])[CH3:29] |f:3.4|. Starting materials: COC(CC[C@@H](C)[C@H]1CC=C2C=3CC[C@H]4C([C@H](CC[C@]4(C)C3CC[C@]12C)O[Si](C)(C)C(C)(C)C)(C)C)=O (3β-tert-Butyldimethylsilyloxy-4,4-dimethyl-5α-chola-8,14-dien-24-oic acid methyl ester). The solvent is C1CCOC1 (THF), C(C)O (ethanol), [OH-].[Na+] (sodium hydroxide). Procedure: 3β-tert-Butyldimethylsilyloxy-4,4-dimethyl-5α-chola-8,14-dien-24-oic acid methyl ester (3.6 g) is dissolved in a mixture of 150 ml of THF, 120 ml of ethanol and 18 ml of 1M sodium hydroxide. The mixture is stirred for 20 hours at room temperature and 2hours at 50° C. After aqueous work-up and crystallisation from ethanol/water, 2.48 g of 3β-tert-butyldimethylsilyloxy-4,4-dimethyl-5α-chola-8,14-dien-24-oic acid is isolated. Reaction conditions: temperature 50 celsius, time 2 hour.